Dataset: the Open Reaction Database (ORD), a public repository of structured organic reaction records. Task: describe an organic reaction: reactants, conditions, products, and yield Reactants: [K+], [K+], Nc1c(Nc2cccnc2)c(=O)c1=O, O=C([O-])[O-], COc1cc(OC)cc(C(=O)NC(n2nnc3ccccc32)C(C)(C)C)c1. Product: COc1cc(OC)cc(C(=O)NC(Nc2c(Nc3cccnc3)c(=O)c2=O)C(C)(C)C)c1. Reaction SMILES: [K+:42].[K+:43].[NH2:1][c:2]1[c:3](=[O:14])[c:4](=[O:13])[c:5]1[NH:6][c:7]1[cH:8][n:9][cH:10][cH:11][cH:12]1.[O-:44][C:45]([O-:46])=[O:47].[n:15]1([CH:24]([C:25]([CH3:26])([CH3:27])[CH3:28])[NH:29][C:30]([c:31]2[cH:32][c:33]([O:39][CH3:40])[cH:34][c:35]([O:37][CH3:38])[cH:36]2)=[O:41])[c:16]2[cH:17][cH:18][cH:19][cH:20][c:21]2[n:22][n:23]1>>[NH:1]([c:2]1[c:3](=[O:14])[c:4](=[O:13])[c:5]1[NH:6][c:7]1[cH:8][n:9][cH:10][cH:11][cH:12]1)[CH:24]([C:25]([CH3:26])([CH3:27])[CH3:28])[NH:29][C:30]([c:31]1[cH:32][c:33]([O:39][CH3:40])[cH:34][c:35]([O:37][CH3:38])[cH:36]1)=[O:41]. Reaction SMILES: [F:1][C:2]1[CH:7]=[CH:6][C:5]([F:8])=[CH:4][C:3]=1[C:9]1[C:17]2[O:16][CH:15]([CH2:18]OS(C3C=CC(C)=CC=3)(=O)=O)[CH2:14][C:13]=2[CH:12]=[C:11]([O:30][CH3:31])[CH:10]=1.[CH3:32][NH2:33]>>[F:1][C:2]1[CH:7]=[CH:6][C:5]([F:8])=[CH:4][C:3]=1[C:9]1[C:17]2[O:16][CH:15]([CH2:18][NH:33][CH3:32])[CH2:14][C:13]=2[CH:12]=[C:11]([O:30][CH3:31])[CH:10]=1. Procedure: The title compound was prepared (0.027 g, 27%) following the general procedure of Example 390 as a white solid, hydrochloride salt from (±)-{[7-(2,5-difluorophenyl)-5-methoxy-2,3-dihydro-1-benzofuran-2-yl]methyl}4-methylbenzenesulfonate (0.129 g, 0.29 mmol) and methylamine (0.090 g, 2.9 mmol). mp 163-165° C. The reactants are hydrochloride salt, FC1=C(C=C(C=C1)F)C1=CC(=CC=2CC(OC21)COS(=O)(=O)C2=CC=C(C=C2)C)OC ((±)-{[7-(2,5-difluorophenyl)-5-methoxy-2,3-dihydro-1-benzofuran-2-yl]methyl}4-methylbenzenesulfonate), CN (methylamine). The product is FC1=C(C=C(C=C1)F)C1=CC(=CC=2CC(OC21)CNC)OC ((±)-{[7-(2,5-difluorophenyl)-5-methoxy-2,3-dihydro-1-benzofuran-2-yl]methyl}methylamine). The reactants are C1(CCCC1)C1(C(C2=C(C(=C(C=C2C1)O)C)Cl)O)C (2-cyclopentyl-2,6-dimethyl-7-chloroindan-1,5-diol), ester, [OH-].[Na+] (sodium hydroxide), C([O-])([O-])=O.[K+].[K+] (potassium carbonate), BrCC(=O)OCC (ethyl bromoacetate). The solvent is CN(C=O)C (dimethylformamide). Product: OC1C(CC2=CC(=C(C(=C12)Cl)C)OCC(=O)O)(C)C1CCCC1 ((1-hydroxy-2-cyclopentyl-2,6-dimethyl-7-chloro-5-indanyloxy)acetic acid). Reaction SMILES: [CH:1]1([C:6]2([CH3:19])[CH2:14][C:13]3[C:8](=[C:9]([Cl:17])[C:10]([CH3:16])=[C:11]([OH:15])[CH:12]=3)[CH:7]2[OH:18])[CH2:5][CH2:4][CH2:3][CH2:2]1.C(=O)([O-])[O-].[K+].[K+].Br[CH2:27][C:28]([O:30]CC)=[O:29].[OH-].[Na+]>CN(C)C=O>[OH:18][CH:7]1[C:8]2[C:13](=[CH:12][C:11]([O:15][CH2:27][C:28]([OH:30])=[O:29])=[C:10]([CH3:16])[C:9]=2[Cl:17])[CH2:14][C:6]1([CH:1]1[CH2:2][CH2:3][CH2:4][CH2:5]1)[CH3:19] |f:1.2.3,5.6|. Procedure: (1-Hydroxy-2-cyclopentyl-2,6-dimethyl-7-chloro-5-indanyloxy)acetic acid is prepared following substantially the same procedure described in Example 4, Step F, using the following substances: 2-cyclopentyl-2,6-dimethyl-7-chloroindan-1,5-diol (4.2 g., 0.015 mole); potassium carbonate (3.6 g.); ethyl bromoacetate (3.1 ml.); and dimethylformamide (35 ml.), and hydrolyzing the resultant ester with aqueous sodium hydroxide in accordance with Example 4, Step F, there is obtained (1-hydroxy-2-cyclopenty... Procedure: To a cooled (0° C.) solution of 3-bromo-2-chloro-6-methylpyridine (300 mg, 1.45 mmol) in tetrahydrofuran (20 mL), add sodium methoxide (1.57 g, 29 mmol), slowly with stirring. Allow the mixture to warm to ambient temperature and stir overnight. Add additional sodium methoxide (500 mg) and stir at 100° C. overnight. Quench with water (20 mL), extract three times with ethyl acetate (30 mL). Combine the organics and wash with water then brine, and dry over sodium sulphate. Filter and concentrate to... Product: BrC=1C(=NC(=CC1)C)OC (3-Bromo-2-methoxy-6-methylpyridine). Yield: 46.1%. As a reaction SMILES: [Br:1][C:2]1[C:3](Cl)=[N:4][C:5]([CH3:8])=[CH:6][CH:7]=1.[CH3:10][O-:11].[Na+]>O1CCCC1>[Br:1][C:2]1[C:3]([O:11][CH3:10])=[N:4][C:5]([CH3:8])=[CH:6][CH:7]=1 |f:1.2|. Solvent: O1CCCC1 (tetrahydrofuran). Reactants: C[O-].[Na+] (sodium methoxide), BrC=1C(=NC(=CC1)C)Cl (3-bromo-2-chloro-6-methylpyridine), C[O-].[Na+] (sodium methoxide).